From a dataset of the Open Reaction Database (ORD), a public repository of structured organic reaction records. describe an organic reaction: reactants, conditions, products, and yield Reactants: O=C(OOC(=O)c1ccccc1)c1ccccc1, Cc1cc([N+](=O)[O-])c(Cl)cc1C#N, Clc1ccccc1, O=C1CCC(=O)N1Br. The product is N#Cc1cc(Cl)c([N+](=O)[O-])cc1CBr. Reaction SMILES: [C:22]([O:23][O:24][C:25](=[O:26])[c:27]1[cH:28][cH:29][cH:30][cH:31][cH:32]1)(=[O:33])[c:34]1[cH:35][cH:36][cH:37][cH:38][cH:39]1.[Cl:1][c:2]1[c:3]([N+:11](=[O:12])[O-:13])[cH:4][c:5]([CH3:10])[c:6]([C:7]#[N:8])[cH:9]1.[Cl:40][c:41]1[cH:42][cH:43][cH:44][cH:45][cH:46]1.[O:14]=[C:15]1[N:16]([Br:21])[C:17](=[O:18])[CH2:19][CH2:20]1>>[Cl:1][c:2]1[c:3]([N+:11](=[O:12])[O-:13])[cH:4][c:5]([CH2:10][Br:21])[c:6]([C:7]#[N:8])[cH:9]1.